The task is: describe an organic reaction: reactants, conditions, products, and yield. This data is from the Open Reaction Database (ORD), a public repository of structured organic reaction records. The reactants are NC(N)=NC=1SC=C(N1)C=1OC(=CC1)CNC(=S)NC(C1=CC=CC=C1)=O (2-(diaminomethyleneamino)-4-[5-{3-(benzoyl)thioureido}methylfuran-2-yl]thiazole), [OH-].[Na+] (sodium hydroxide). Run in CO (methanol). Reaction conditions: temperature 60 celsius, time 1 hour. Product: NC(N)=NC=1SC=C(N1)C=1OC(=CC1)CNC(=S)N (2-(diaminomethyleneamino)-4-(5-thioureidomethylfuran-2-yl)thiazole). The yield is 73.1%. RXN SMILES: [NH2:1][C:2](=[N:4][C:5]1[S:6][CH:7]=[C:8]([C:10]2[O:11][C:12]([CH2:15][NH:16][C:17]([NH:19]C(=O)C3C=CC=CC=3)=[S:18])=[CH:13][CH:14]=2)[N:9]=1)[NH2:3].[OH-].[Na+]>CO>[NH2:1][C:2](=[N:4][C:5]1[S:6][CH:7]=[C:8]([C:10]2[O:11][C:12]([CH2:15][NH:16][C:17]([NH2:19])=[S:18])=[CH:13][CH:14]=2)[N:9]=1)[NH2:3] |f:1.2|. Procedure: A suspension of 2-(diaminomethyleneamino)-4-[5-{3-(benzoyl)thioureido}methylfuran-2-yl]thiazole (3.20 g) and sodium hydroxide (0.32 g) in methanol (30 ml) was stirred at 60° C. for one hour. The reaction mixture was cooled in an ice bath and the resulting precipitate was collected by filtration and washed with methanol to afford 2-(diaminomethyleneamino)-4-(5-thioureidomethylfuran-2-yl)thiazole (1.73 g). The reactants are C1(=CC=CC=C1)C(=O)C1=CC=C(C=C1)C1=CC=CC=C1 (4-biphenylyl phenyl ketone), [H-].[Na+] (sodium hydride), [I-].C[S+](=O)(C)C (trimethyloxosulphonium iodide), [H][H] (hydrogen), C[O-].[Na+] (sodium methylate), N1C=NC=C1 (imidazole). The solvent is CN(C=O)C (dimethylformamide), O (water), CS(=O)C (dimethylsulphoxide), CS(=O)C (dimethylsulphoxide), CO (methanol). Reaction conditions: temperature 60 celsius, time 2 hour. Product: C1(=CC=C(C=C1)C(CN1C=NC=C1)(O)C1=CC=CC=C1)C1=CC=CC=C1 (1-(4-biphenylyl)-2-(imidazol-1-yl)-1-phenyl-ethanol). The yield is 78.4%. As a reaction SMILES: [H-].[Na+].[I-].C[S+](C)(C)=O.[H][H].[C:11]1([C:17]([C:19]2[CH:24]=[CH:23][C:22]([C:25]3[CH:30]=[CH:29][CH:28]=[CH:27][CH:26]=3)=[CH:21][CH:20]=2)=[O:18])[CH:16]=[CH:15][CH:14]=[CH:13][CH:12]=1.[CH3:31][O-].[Na+].[NH:34]1[CH:38]=[CH:37][N:36]=[CH:35]1>CS(C)=O.CN(C)C=O.CO.O>[C:22]1([C:25]2[CH:30]=[CH:29][CH:28]=[CH:27][CH:26]=2)[CH:21]=[CH:20][C:19]([C:17]([C:11]2[CH:12]=[CH:13][CH:14]=[CH:15][CH:16]=2)([OH:18])[CH2:31][N:34]2[CH:38]=[CH:37][N:36]=[CH:35]2)=[CH:24][CH:23]=1 |f:0.1,2.3,6.7|. Procedure details: 120 ml of dimethylsulphoxide are added to 3.6 g (0.12 mol) of 80% strength sodium hydride and 26.4 g (0.12 mol) of trimethyloxosulphonium iodide in the course of 20 minutes. When the evolution of hydrogen has ended, a solution of 25.8 g (0.1 mol) of 4-biphenylyl phenyl ketone in 150 ml of dimethylsulphoxide is added dropwise and the mixture is subsequently stirred at 60° C. for 2 hours. 300 ml of water are added dropwise to the reaction mixture obtained. The resulting oil is separated off from t...